Dataset: the Open Reaction Database (ORD), a public repository of structured organic reaction records. Task: describe an organic reaction: reactants, conditions, products, and yield The reactants are C(C)(C)(C)OC(NC1=C(C=C(C(=C1)N(C)CCOC)Cl)N)=O ({2-amino-4-chloro-5-[(2-methoxy-ethyl)-methyl-amino]-phenyl}-carbamic acid tert.-butyl ester), C(C)(C)(C)OC(CC(C1=CC(=CC=C1)N1N=NC=C1COC1OCCCC1)=O)=O ((RS)-3-oxo-3-{3-[5-(tetrahydro-pyran-2-yloxymethyl)-[1,2,3]triazol-1-yl]-phenyl}-propionic acid tert-butyl ester). The product is C(C)(C)(C)OC(NC1=C(C=C(C(=C1)N(C)CCOC)Cl)NC(CC(C1=CC(=CC=C1)N1N=NC=C1COC1OCCCC1)=O)=O)=O ((RS)-[4-Chloro-5-[(2-methoxy-ethyl)-methyl-amino]-2-(3-oxo-3-{3-[5-(tetrahydro-pyran-2-yloxymethyl)-[1,2,3]triazol-1-yl]-phenyl}-propionylamino)-phenyl]-carbamic acid tert.-butyl ester). Reaction SMILES: [C:1]([O:5][C:6](=[O:22])[NH:7][C:8]1[CH:13]=[C:12]([N:14]([CH2:16][CH2:17][O:18][CH3:19])[CH3:15])[C:11]([Cl:20])=[CH:10][C:9]=1[NH2:21])([CH3:4])([CH3:3])[CH3:2].C([O:27][C:28](=O)[CH2:29][C:30](=[O:50])[C:31]1[CH:36]=[CH:35][CH:34]=[C:33]([N:37]2[C:41]([CH2:42][O:43][CH:44]3[CH2:49][CH2:48][CH2:47][CH2:46][O:45]3)=[CH:40][N:39]=[N:38]2)[CH:32]=1)(C)(C)C>>[C:1]([O:5][C:6](=[O:22])[NH:7][C:8]1[CH:13]=[C:12]([N:14]([CH2:16][CH2:17][O:18][CH3:19])[CH3:15])[C:11]([Cl:20])=[CH:10][C:9]=1[NH:21][C:28](=[O:27])[CH2:29][C:30](=[O:50])[C:31]1[CH:36]=[CH:35][CH:34]=[C:33]([N:37]2[C:41]([CH2:42][O:43][CH:44]3[CH2:49][CH2:48][CH2:47][CH2:46][O:45]3)=[CH:40][N:39]=[N:38]2)[CH:32]=1)([CH3:4])([CH3:2])[CH3:3]. Procedure: The title compound was prepared from {2-amino-4-chloro-5-[(2-methoxy-ethyl)-methyl-amino]-phenyl}-carbamic acid tert.-butyl ester (Example J4) (165 mg, 0.5 mmol) and (RS)-3-oxo-3-{3-[5-(tetrahydro-pyran-2-yloxymethyl)-[1,2,3]triazol-1-yl]-phenyl}-propionic acid tert-butyl ester (Example K5) (200 mg, 0.5 mmol) according to the general procedure M. Obtained as an amorphous yellow substance (160 mg). Reactants: [H-].[Na+] (Sodium hydride), C(CCCCCO)O (1,6-hexanediol), CI (methyl iodide). Run in O1CCCC1 (THF), O1CCCC1 (THF), O1CCCC1 (tetrahydrofuran). Run at time 8 hour. Yields the product COCCCCCCO (6-methoxy-1-hexanol). As a reaction SMILES: [H-].[Na+].[CH2:3]([OH:10])[CH2:4][CH2:5][CH2:6][CH2:7][CH2:8][OH:9].[CH3:11]I>O1CCCC1>[CH3:11][O:9][CH2:8][CH2:7][CH2:6][CH2:5][CH2:4][CH2:3][OH:10] |f:0.1|. Reported procedure: Sodium hydride (NaH) (50%, 6.12 g) suspended in tetrahydrofuran (THF) (60 ml) was added to a solution of 1,6-hexanediol (15.0 g) in THF (200 ml), and kept at 60° C. until gas evolution stopped. After cooling, a solution of methyl iodide (12 ml) in THF (35 ml) was added and kept overnight at room temperature. The crude product obtaind after the usual work-up was chromatographed to give 6-methoxy-1-hexanol. Yield; 8.16 g The reactants are ClC1=C(C=C(C(=C1)Cl)[N+](=O)[O-])C (2,4-dichloro-5-nitrotoluene), BrN1C(CCC1=O)=O (N-bromosuccinimide), C(C1=CC=CC=C1)(=O)OOC(C1=CC=CC=C1)=O (benzoyl peroxide). Run in C(Cl)(Cl)(Cl)Cl (carbon tetrachloride). Product: ClC1=C(C=C(C(=C1)Cl)[N+](=O)[O-])CBr ((2,4-dichloro-5-nitrophenyl)methyl bromide). As a reaction SMILES: [Cl:1][C:2]1[CH:7]=[C:6]([Cl:8])[C:5]([N+:9]([O-:11])=[O:10])=[CH:4][C:3]=1[CH3:12].[Br:13]N1C(=O)CCC1=O.C(OOC(=O)C1C=CC=CC=1)(=O)C1C=CC=CC=1>C(Cl)(Cl)(Cl)Cl>[Cl:1][C:2]1[CH:7]=[C:6]([Cl:8])[C:5]([N+:9]([O-:11])=[O:10])=[CH:4][C:3]=1[CH2:12][Br:13]. Procedure: This compound was prepared in a manner similar to Example 1 Step F using 2,4-dichloro-5-nitrotoluene (62.0 g, 0.3 mole), N-bromosuccinimide (160.2 g, 0.9 mole), benzoyl peroxide (2.0 g) and carbon tetrachloride (500 ml) to yield (2,4-dichloro-5-nitrophenyl)methyl bromide. The NMR spectrum was consistent with the proposed structure. Starting materials: CCC1Cc2cccnc2C1=NO, NC1CCc2ncccc21. Product: CCC1Cc2cccnc2C1N. RXN SMILES: [CH2:11]([CH3:12])[CH:13]1[CH2:14][c:15]2[c:16]([n:17][cH:18][cH:19][cH:20]2)[C:21]1=[N:22][OH:23].[n:1]1[cH:2][cH:3][cH:4][c:5]2[c:10]1[CH2:9][CH2:8][CH:6]2[NH2:7]>>[CH2:11]([CH3:12])[CH:13]1[CH2:14][c:15]2[c:16]([n:17][cH:18][cH:19][cH:20]2)[CH:21]1[NH2:22]. The reactants are CC(C)(C)OC(=O)N1CCC(Oc2cc(C(C)(C)C)ccc2C(=O)Nc2ccc(Cl)cc2C(=O)Nc2ccc(F)cn2)CC1, COc1ccccc1, ClCCl, O=C(O)C(F)(F)F. Product: CC(C)(C)c1ccc(C(=O)Nc2ccc(Cl)cc2C(=O)Nc2ccc(F)cn2)c(OC2CCNCC2)c1, O=C(O)C(F)(F)F. As a reaction SMILES: [C:1]([CH3:2])([CH3:3])([CH3:4])[c:5]1[cH:6][c:7]([O:31][CH:32]2[CH2:33][CH2:34][N:35]([C:38]([O:39][C:40]([CH3:41])([CH3:42])[CH3:43])=[O:44])[CH2:36][CH2:37]2)[c:8]([C:9](=[O:10])[NH:11][c:12]2[c:13]([C:14](=[O:15])[NH:16][c:17]3[n:18][cH:19][c:20]([F:23])[cH:21][cH:22]3)[cH:24][c:25]([Cl:28])[cH:26][cH:27]2)[cH:29][cH:30]1.[CH3:45][O:46][c:47]1[cH:48][cH:49][cH:50][cH:51][cH:52]1.[Cl:60][CH2:61][Cl:62].[F:53][C:54]([C:55](=[O:56])[OH:57])([F:58])[F:59]>>[C:1]([CH3:2])([CH3:3])([CH3:4])[c:5]1[cH:6][c:7]([O:31][CH:32]2[CH2:33][CH2:34][NH:35][CH2:36][CH2:37]2)[c:8]([C:9](=[O:10])[NH:11][c:12]2[c:13]([C:14](=[O:15])[NH:16][c:17]3[n:18][cH:19][c:20]([F:23])[cH:21][cH:22]3)[cH:24][c:25]([Cl:28])[cH:26][cH:27]2)[cH:29][cH:30]1.[F:53][C:54]([C:55](=[O:56])[OH:57])([F:58])[F:59]. The reactants are COC(=O)CCc1ccc(CN=[N+]=[N-])cc1C, CCO, [H][H]. The product is COC(=O)CCc1ccc(CN)cc1C. Reaction SMILES: [CH3:1][O:2][C:3]([CH2:4][CH2:5][c:6]1[c:7]([CH3:16])[cH:8][c:9]([CH2:12][N:13]=[N+:14]=[N-:15])[cH:10][cH:11]1)=[O:17].[CH3:20][CH2:21][OH:22].[H:18][H:19]>>[CH3:1][O:2][C:3]([CH2:4][CH2:5][c:6]1[c:7]([CH3:16])[cH:8][c:9]([CH2:12][NH2:13])[cH:10][cH:11]1)=[O:17]. Reactants: Nc1nc2c(ncn2COCCOC(=O)c2ccccc2)c(=O)[nH]1, CO, N. Product: Nc1nc2c(ncn2COCCO)c(=O)[nH]1. As a reaction SMILES: [C:1](=[O:2])([c:3]1[cH:4][cH:5][cH:6][cH:7][cH:8]1)[O:9][CH2:10][CH2:11][O:12][CH2:13][n:14]1[c:15]2[n:16][c:17]([NH2:24])[nH:18][c:19](=[O:23])[c:20]2[n:21][cH:22]1.[CH3:26][OH:27].[NH3:25]>>[OH:9][CH2:10][CH2:11][O:12][CH2:13][n:14]1[c:15]2[n:16][c:17]([NH2:24])[nH:18][c:19](=[O:23])[c:20]2[n:21][cH:22]1. Starting materials: [I-].[Na+] (Sodium iodide), C1(=CC=CC=C1)CCCCCl (4-phenyl-1-chlorobutane). Run in CC(=O)C (acetone). Reaction conditions: temperature 70 celsius. Product: C1(=CC=CC=C1)CCCCI (4-phenyl-1-iodobutane). Yield: 0.1%. As a reaction SMILES: [I-:1].[Na+].[C:3]1([CH2:9][CH2:10][CH2:11][CH2:12]Cl)[CH:8]=[CH:7][CH:6]=[CH:5][CH:4]=1>CC(C)=O>[C:3]1([CH2:9][CH2:10][CH2:11][CH2:12][I:1])[CH:8]=[CH:7][CH:6]=[CH:5][CH:4]=1 |f:0.1|. Procedure details: Sodium iodide (8.9 g, 59.2 mol) and 4-phenyl-1-chlorobutane (5.0 g, 29.6 mol) were added to acetone (29.6 mL) at rt. The mixture was heated to 70° C. for 12 h. The resulting solution was gravity filtered to remove salts. The solvent was removed under reduced pressure and excess salts were dissolved in water (100 mL). Hexane (100 mL) was added to the aqueous mixture. The phases were separated and the organic phase was washed with saturated sodium bisulfite solution (3×50 mL), treated with decolor... The reactants are C23H21Cl2N5O5, ClC1=C(C(=O)O)C=CC(=C1)C(=O)NC(C)C1=NC2=C(N1)C=CC(=C2)Cl (rac.-2-chloro-4-{N-[1-(5-chloro-1H-benzimidazol-2-yl)ethyl]aminocarbonyl}benzoic acid), C(C)(C)N(CC)C(C)C (diisopropylethylamine), OC(=O)CC1C(NCCN1)=O (3-(hydroxycarbonylmethyl)piperazin-2-one), ClCl (chlorine). Run in CN(C=O)C (dimethylformamide). Product: ClC=1C=C(C(=O)NC(C)C2=NC3=C(N2)C=CC(=C3)Cl)C=CC1C(=O)N1C(C(NCC1)=O)CC(=O)O (rac.-3-chloro-N-[1-(5-chloro-1H-benzimidazol-2-yl)ethyl]-4-[2-hydroxycarbonylmethyl-3-oxopiperazin-1-ylcarbonyl]benzamide). Yield: 32.0%. RXN SMILES: [Cl:1][C:2]1[CH:10]=[C:9]([C:11]([NH:13][CH:14]([C:16]2[NH:20][C:19]3[CH:21]=[CH:22][C:23]([Cl:25])=[CH:24][C:18]=3[N:17]=2)[CH3:15])=[O:12])[CH:8]=[CH:7][C:3]=1[C:4](O)=[O:5].C(N(C(C)C)CC)(C)C.[OH:35][C:36]([CH2:38][CH:39]1[NH:44][CH2:43][CH2:42][NH:41][C:40]1=[O:45])=[O:37].ClCl>CN(C)C=O>[Cl:1][C:2]1[CH:10]=[C:9]([CH:8]=[CH:7][C:3]=1[C:4]([N:44]1[CH2:43][CH2:42][NH:41][C:40](=[O:45])[CH:39]1[CH2:38][C:36]([OH:35])=[O:37])=[O:5])[C:11]([NH:13][CH:14]([C:16]1[NH:20][C:19]2[CH:21]=[CH:22][C:23]([Cl:25])=[CH:24][C:18]=2[N:17]=1)[CH3:15])=[O:12]. Procedure details: Prepared analogously to Example 1d from rac.-2-chloro-4-{N-[1-(5-chloro-1H-benzimidazol-2-yl)ethyl]aminocarbonyl}benzoic acid, PFTU, diisopropylethylamine, and 3-(hydroxycarbonylmethyl)piperazin-2-one in dimethylformamide. Yield: 32%; C23H21Cl2N5O5 (518.355); mass spectrum: (M+H)+=518/520/522 (chlorine isotope). Reactants: NC1=C(C#N)C=CC=C1Cl (amino-3-chlorobenzonitrile), C[Si](C)(C)[N-][Si](C)(C)C.[Na+] (NaHMDS), ClC1=NC2=C(C3=CN=CC=C13)C=CC=C2C2=NN=CN2 (5-chloro-7-(4H-1,2,4-triazol-3-yl)benzo[c][2,6]naphthyridine). The reagents and catalysts are Cl (HCl). The solvent is CN1CCCC1=O (NMP), CN1CCCC1=O (NMP). Reaction conditions: temperature 80 celsius, time 5 minute. Yields the product N=1N=C(NC1)C1=CC=CC2=C1N=C(C1=CC=NC=C21)NC2=C(C=C(C#N)C=C2)Cl (4-(7-(4H-1,2,4-triazol-3-yl)benzo[c][2,6]naphthyridin-5-ylamino)-3-chlorobenzonitrile). Reaction SMILES: N[C:2]1[C:9]([Cl:10])=[CH:8][CH:7]=[CH:6][C:3]=1[C:4]#[N:5].C[Si]([N-:15][Si](C)(C)C)(C)C.[Na+].Cl[C:22]1[C:31]2[C:26](=[CH:27][N:28]=[CH:29][CH:30]=2)[C:25]2[CH:32]=[CH:33][CH:34]=[C:35]([C:36]3[NH:40][CH:39]=[N:38][N:37]=3)[C:24]=2[N:23]=1>CN1C(=O)CCC1.Cl>[N:38]1[N:37]=[C:36]([C:35]2[C:24]3[N:23]=[C:22]([NH:15][C:8]4[CH:7]=[CH:6][C:3]([C:4]#[N:5])=[CH:2][C:9]=4[Cl:10])[C:31]4[C:26]([C:25]=3[CH:32]=[CH:33][CH:34]=2)=[CH:27][N:28]=[CH:29][CH:30]=4)[NH:40][CH:39]=1 |f:1.2|. Reported procedure: 4 amino-3-chlorobenzonitrile was charged in a vial. NaHMDS (1 M solution in THF, 0.2 ml) was added and the solution stirred at 80° C. for 5 min. A suspension of 5-chloro-7-(4H-1,2,4-triazol-3-yl)benzo[c][2,6]naphthyridine (30 mg) in NMP (0.5 ml) was added and the solution stirred at 80° C. for 30 min. The mixture was cooled down, a few drops of HCl and NMP (1 ml) were added and mixture was purified by preparative HPLC to provide 4-(7-(4H-1,2,4-triazol-3-yl)benzo[c][2,6]naphthyridin-5-ylamino)-3-...